Dataset: the Open Reaction Database (ORD), a public repository of structured organic reaction records. Task: describe an organic reaction: reactants, conditions, products, and yield Run in CN(C)C=O (DMF). Reaction SMILES: [F:1][C:2]1[C:10]([N+:11]([O-:13])=[O:12])=[CH:9][CH:8]=[C:7]2[C:3]=1[C:4]1([CH2:17][CH2:16][CH2:15]1)[C:5](=[O:14])[NH:6]2.[H-].[Na+].[CH3:20]I.[Cl-].[NH4+]>CN(C=O)C>[F:1][C:2]1[C:10]([N+:11]([O-:13])=[O:12])=[CH:9][CH:8]=[C:7]2[C:3]=1[C:4]1([CH2:17][CH2:16][CH2:15]1)[C:5](=[O:14])[N:6]2[CH3:20] |f:1.2,4.5|. The product is FC1=C2C3(C(N(C2=CC=C1[N+](=O)[O-])C)=O)CCC3 (4′-fluoro-1′-methyl-5′-nitrospiro[cyclobutane-1,3′-indol]-2′ (1′H)-one). Procedure: To a solution of 4′-fluoro-5′-nitrospiro[cyclobutane-1,3′-indol]-2′ (1′H)-one (300 mg) and sodium hydride (36.6 mg) in DMF (10 mL) was added methyl iodide (0.395 mL) at 0° C., and the mixture was stirred at room temperature for 1 hr under a nitrogen atmosphere. To the reaction mixture was added saturated aqueous ammonium chloride solution at 0° C., and the mixture was extracted with ethyl acetate. The extract was washed with water and saturated brine, dried over anhydrous magnesium sulfate, and ... Starting materials: [Cl-].[NH4+] (ammonium chloride), FC1=C2C3(C(NC2=CC=C1[N+](=O)[O-])=O)CCC3 (4′-fluoro-5′-nitrospiro[cyclobutane-1,3′-indol]-2′ (1′H)-one), [H-].[Na+] (sodium hydride), CI (methyl iodide). Conditions: time 1 hour. Reported procedure: To a stirred solution of tert-butyl 4-[4-(methoxycarbonyl)-1,3-oxazol-5-yl]piperidine-1-carboxylate (8.90 g, 28.7 mmol) in methanol (340 mL) was added 1 M NaOH solution (86 mL). After being stirred at room temperature for 2 h, the reaction mixture was concentrated to about one quarter. To this mixture was added ethyl acetate (80 mL) and the mixture was acidified with 10% KHSO4 solution under ice-cooling. The organic layer was separated, washed with brine, dried over anhydrous magnesium sulfate, ... Isolated yield 86.1%. Reaction SMILES: C[O:2][C:3]([C:5]1[N:6]=[CH:7][O:8][C:9]=1[CH:10]1[CH2:15][CH2:14][N:13]([C:16]([O:18][C:19]([CH3:22])([CH3:21])[CH3:20])=[O:17])[CH2:12][CH2:11]1)=[O:4].[OH-].[Na+]>CO>[C:19]([O:18][C:16]([N:13]1[CH2:14][CH2:15][CH:10]([C:9]2[O:8][CH:7]=[N:6][C:5]=2[C:3]([OH:4])=[O:2])[CH2:11][CH2:12]1)=[O:17])([CH3:22])([CH3:20])[CH3:21] |f:1.2|. Starting materials: COC(=O)C=1N=COC1C1CCN(CC1)C(=O)OC(C)(C)C (tert-butyl 4-[4-(methoxycarbonyl)-1,3-oxazol-5-yl]piperidine-1-carboxylate), [OH-].[Na+] (NaOH). Run at time 2 hour. Run in CO (methanol). The product is C(C)(C)(C)OC(=O)N1CCC(CC1)C1=C(N=CO1)C(=O)O (5-[1-(tert-Butoxycarbonyl)piperidin-4-yl]-1,3-oxazole-4-carboxylic acid). Starting materials: C(CC)OC=1C=C(C=C(C1)OCCC)N1CCN(CC1)CC1=CC=C(C=C1)N (1-(3,5-dipropoxyphenyl)-4-[(4-aminophenyl)methyl]piperazine), ClC1=CC=NC2=CC(=CC=C12)C(F)(F)F (4-chloro-7-(trifluoromethyl)quinoline). Product: C(CC)OC=1C=C(C=C(C1)OCCC)N1CCN(CC1)CC1=CC=C(C=C1)NC1=CC=NC2=CC(=CC=C12)C(F)(F)F (4-[[4-[[4-(3,5-dipropoxyphenyl)-1-piperazinyl]methyl]phenyl]amino]-7-(trifluoromethyl)quinoline). RXN SMILES: [CH2:1]([O:4][C:5]1[CH:6]=[C:7]([N:15]2[CH2:20][CH2:19][N:18]([CH2:21][C:22]3[CH:27]=[CH:26][C:25]([NH2:28])=[CH:24][CH:23]=3)[CH2:17][CH2:16]2)[CH:8]=[C:9]([O:11][CH2:12][CH2:13][CH3:14])[CH:10]=1)[CH2:2][CH3:3].Cl[C:30]1[C:39]2[C:34](=[CH:35][C:36]([C:40]([F:43])([F:42])[F:41])=[CH:37][CH:38]=2)[N:33]=[CH:32][CH:31]=1>>[CH2:1]([O:4][C:5]1[CH:6]=[C:7]([N:15]2[CH2:16][CH2:17][N:18]([CH2:21][C:22]3[CH:27]=[CH:26][C:25]([NH:28][C:30]4[C:39]5[C:34](=[CH:35][C:36]([C:40]([F:43])([F:41])[F:42])=[CH:37][CH:38]=5)[N:33]=[CH:32][CH:31]=4)=[CH:24][CH:23]=3)[CH2:19][CH2:20]2)[CH:8]=[C:9]([O:11][CH2:12][CH2:13][CH3:14])[CH:10]=1)[CH2:2][CH3:3]. Procedure: In the manner given in Example 1C, 1-(3,5-dipropoxyphenyl)-4-[(4-aminophenyl)methyl]piperazine and 4-chloro-7-(trifluoromethyl)quinoline are reacted together at reflux to give 4-[[4-[[4-(3,5-dipropoxyphenyl)-1-piperazinyl]methyl]phenyl]amino]-7-(trifluoromethyl)quinoline. Starting materials: COC1=NC(=NC(=C1)OC)OC1=C(N)C(=CC=C1)F (2-(4,6-dimethoxypyrimidin-2-yloxy)-6-fluoroaniline), N1=CC=CC=C1 (pyridine), ClS(=O)(=O)CC(=O)OC (Methyl (chlorosulfonyl)acetate). The solvent is ClCCl (dichloromethane), ClCCl (dichloromethane). Conditions: time 8 hour. The product is COC1=NC(=NC(=C1)OC)OC1=C(C(=CC=C1)F)NS(=O)(=O)CC(=O)OC (Methyl [2-(4,6-dimethoxypyrimidin-2-yloxy)-6-fluorophenylsulfamoyl]acetate). Yield: 67.5%. Reaction SMILES: Cl[S:2]([CH2:5][C:6]([O:8][CH3:9])=[O:7])(=[O:4])=[O:3].[CH3:10][O:11][C:12]1[CH:17]=[C:16]([O:18][CH3:19])[N:15]=[C:14]([O:20][C:21]2[CH:27]=[CH:26][CH:25]=[C:24]([F:28])[C:22]=2[NH2:23])[N:13]=1.N1C=CC=CC=1>ClCCl>[CH3:19][O:18][C:16]1[CH:17]=[C:12]([O:11][CH3:10])[N:13]=[C:14]([O:20][C:21]2[CH:27]=[CH:26][CH:25]=[C:24]([F:28])[C:22]=2[NH:23][S:2]([CH2:5][C:6]([O:8][CH3:9])=[O:7])(=[O:4])=[O:3])[N:15]=1. Procedure details: Methyl (chlorosulfonyl)acetate (13.0 g) in dichloromethane (20 ml) was added dropwise with stirring and cooling to 2-(4,6-dimethoxypyrimidin-2-yloxy)-6-fluoroaniline (20 g) and pyridine (6.3 g) in dichloromethane (120 ml). After stirring for 2 hours, the mixture was allowed to stand at room temperature overnight. Washing with dilute hydrochloric acid and water, drying over magnesium sulfate, and running down, gave an oil which was triturated with ether. The resulting off-white solid was separate... The reactants are [OH-].[Na+] (sodium hydroxide), OO (hydrogen peroxide), C(C)N(C(=O)C1CC1)CC1=C(C=CC(=C1)C(F)(F)F)C=1C(=NC=C(C1)C#C[Si](C)(C)C)OC (cyclopropanecarboxylic acid ethyl-[2-(2-methoxy-5-trimethylsilanylethynyl-pyridin-3-yl)-5-trifluoromethyl-benzyl]-amide), O1CCCC1.B (borane tetrahydrofuran), C1CCOC1 (THF), OO (hydrogen peroxide). Solvent: CO (MeOH). Conditions: time 2 hour. Product: C1(CC1)C(=O)N(CC)CC1=C(C=CC(=C1)C(F)(F)F)C=1C=C(C=NC1OC)CC(=O)O ((5-{2-[(N-Cyclopropanecarbonyl-N-ethyl-amino)-methyl]-4-trifluoromethyl-phenyl}-6-methoxy-pyridin-3-yl)-acetic acid). As a reaction SMILES: [CH2:1]([N:3]([CH2:9][C:10]1[CH:15]=[C:14]([C:16]([F:19])([F:18])[F:17])[CH:13]=[CH:12][C:11]=1[C:20]1[C:21]([O:32][CH3:33])=[N:22]C=C(C#C[Si](C)(C)C)[CH:25]=1)C(C1CC1)=O)[CH3:2].[O:34]1[CH2:38][CH2:37][CH2:36][CH2:35]1.B.[OH:40]O.[OH-].[Na+].[CH2:44]1[CH2:48][O:47][CH2:46][CH2:45]1>CO>[CH:37]1([C:38]([N:3]([CH2:9][C:10]2[CH:15]=[C:14]([C:16]([F:19])([F:18])[F:17])[CH:13]=[CH:12][C:11]=2[C:20]2[CH:25]=[C:44]([CH2:45][C:46]([OH:40])=[O:47])[CH:48]=[N:22][C:21]=2[O:32][CH3:33])[CH2:1][CH3:2])=[O:34])[CH2:35][CH2:36]1 |f:1.2,4.5|. Procedure: To cyclopropanecarboxylic acid ethyl-[2-(2-methoxy-5-trimethylsilanylethynyl-pyridin-3-yl)-5-trifluoromethyl-benzyl]-amide (0.205 g, 0.42 mmol) in THF (2 mL) at 0° C. was added borane tetrahydrofuran complex (1M in THF; 0.48 mL, 0.48 mmol), and the reaction was stirred for 2 hours. Once no starting material was seen by analytical LCMS, MeOH (0.22 mL), hydrogen peroxide (0.04 mL, 0.43 mmol), and 3M aqueous sodium hydroxide (0.22 ml) was added, and the reaction was stirred for 1 hour. Additional h... Reagents/catalysts: [Pd] (Pd/C). Procedure: 450 mg of Pd/C (10%) are added to a mixture of 2.1 g (5.4 mmol) of tert-butyl 4-[2-(4-nitro-1-oxo-1,3-dihydro-2H-isoindol-2-yl)ethyl]-1-piperidinecarboxylate in 25 ml of methanol. The mixture is stirred at atmospheric pressure under an atmosphere of hydrogen for 2 h and, after filtration through Celite, concentrated. The product is purified by column filtration on silica gel (dichloromethane/methanol 9:1). Reaction conditions: time 2 hour. RXN SMILES: [N+:1]([C:4]1[CH:12]=[CH:11][CH:10]=[C:9]2[C:5]=1[CH2:6][N:7]([CH2:14][CH2:15][CH:16]1[CH2:21][CH2:20][N:19]([C:22]([O:24][C:25]([CH3:28])([CH3:27])[CH3:26])=[O:23])[CH2:18][CH2:17]1)[C:8]2=[O:13])([O-])=O>CO.[Pd]>[NH2:1][C:4]1[CH:12]=[CH:11][CH:10]=[C:9]2[C:5]=1[CH2:6][N:7]([CH2:14][CH2:15][CH:16]1[CH2:21][CH2:20][N:19]([C:22]([O:24][C:25]([CH3:28])([CH3:27])[CH3:26])=[O:23])[CH2:18][CH2:17]1)[C:8]2=[O:13]. The reactants are [N+](=O)([O-])C1=C2CN(C(C2=CC=C1)=O)CCC1CCN(CC1)C(=O)OC(C)(C)C (tert-butyl 4-[2-(4-nitro-1-oxo-1,3-dihydro-2H-isoindol-2-yl)ethyl]-1-piperidinecarboxylate). The solvent is CO (methanol). Yields the product NC1=C2CN(C(C2=CC=C1)=O)CCC1CCN(CC1)C(=O)OC(C)(C)C (tert-Butyl 4-[2-(4-amino-1-oxo-1,3-dihydro-2H-isoindol-2-yl)ethyl]-1-piperidinecarboxylate).